From a dataset of the Open Reaction Database (ORD), a public repository of structured organic reaction records. describe an organic reaction: reactants, conditions, products, and yield The product is C(C)OC(=O)C1(CC1)C1=CC=C(C=C1)C1=CC=C(C=C1)C1=C(C(=NO1)C)[C@@H](O)C=1N=NN(C1)CC1=C(C=CC=C1)Cl (1-[4′-(4-{(R)-[1-(2-Chloro-benzyl)-1H-[1,2,3]triazol-4-yl]-hydroxy-methyl}-3-methyl-isoxazol-5-yl)-biphenyl-4-yl]-cyclopropanecarboxylic acid ethyl ester). Reported procedure: Prepared according to the procedure described in Example 1, Step 10, using (R)-[5-(4-bromo-phenyl)-3-methyl-isoxazol-4-yl]-[1-(2-chloro-benzyl)-1H-[1,2,3]triazol-4-yl]-methanol and 1-[4-(4,4,5,5-tetramethyl-[1,3,2]dioxaborolan-2-yl)-phenyl]-cyclopropanecarboxylic acid ethyl ester. Starting materials: BrC1=CC=C(C=C1)C1=C(C(=NO1)C)[C@@H](O)C=1N=NN(C1)CC1=C(C=CC=C1)Cl ((R)-[5-(4-bromo-phenyl)-3-methyl-isoxazol-4-yl]-[1-(2-chloro-benzyl)-1H-[1,2,3]triazol-4-yl]-methanol), C(C)OC(=O)C1(CC1)C1=CC=C(C=C1)B1OC(C(O1)(C)C)(C)C (1-[4-(4,4,5,5-tetramethyl-[1,3,2]dioxaborolan-2-yl)-phenyl]-cyclopropanecarboxylic acid ethyl ester). Reaction SMILES: Br[C:2]1[CH:7]=[CH:6][C:5]([C:8]2[O:12][N:11]=[C:10]([CH3:13])[C:9]=2[C@H:14]([C:16]2[N:17]=[N:18][N:19]([CH2:21][C:22]3[CH:27]=[CH:26][CH:25]=[CH:24][C:23]=3[Cl:28])[CH:20]=2)[OH:15])=[CH:4][CH:3]=1.[CH2:29]([O:31][C:32]([C:34]1([C:37]2[CH:42]=[CH:41][C:40](B3OC(C)(C)C(C)(C)O3)=[CH:39][CH:38]=2)[CH2:36][CH2:35]1)=[O:33])[CH3:30]>>[CH2:29]([O:31][C:32]([C:34]1([C:37]2[CH:42]=[CH:41][C:40]([C:2]3[CH:3]=[CH:4][C:5]([C:8]4[O:12][N:11]=[C:10]([CH3:13])[C:9]=4[C@H:14]([C:16]4[N:17]=[N:18][N:19]([CH2:21][C:22]5[CH:27]=[CH:26][CH:25]=[CH:24][C:23]=5[Cl:28])[CH:20]=4)[OH:15])=[CH:6][CH:7]=3)=[CH:39][CH:38]=2)[CH2:35][CH2:36]1)=[O:33])[CH3:30]. Reactants: C1CCOC1, CC(=O)O, CN, CCOC(C)=O, COc1cc(NC(=O)n2ccc3cc(Oc4cc(C=O)ncn4)ccc32)cc(C(F)(F)F)c1, ClCCl. The product is CNCc1cc(Oc2ccc3c(ccn3C(=O)Nc3cc(OC)cc(C(F)(F)F)c3)c2)ncn1. As a reaction SMILES: [CH2:34]1[O:35][CH2:36][CH2:37][CH2:38]1.[CH3:39][C:40](=[O:41])[OH:42].[CH3:43][NH2:44].[CH3:48][CH2:49][O:50][C:51]([CH3:52])=[O:53].[CH:1](=[O:2])[c:3]1[cH:4][c:5]([O:9][c:10]2[cH:11][c:12]3[cH:13][cH:14][n:15]([C:19](=[O:20])[NH:21][c:22]4[cH:23][c:24]([O:32][CH3:33])[cH:25][c:26]([C:28]([F:29])([F:30])[F:31])[cH:27]4)[c:16]3[cH:17][cH:18]2)[n:6][cH:7][n:8]1.[Cl:45][CH2:46][Cl:47]>>[CH2:1]([c:3]1[cH:4][c:5]([O:9][c:10]2[cH:11][c:12]3[cH:13][cH:14][n:15]([C:19](=[O:20])[NH:21][c:22]4[cH:23][c:24]([O:32][CH3:33])[cH:25][c:26]([C:28]([F:29])([F:30])[F:31])[cH:27]4)[c:16]3[cH:17][cH:18]2)[n:6][cH:7][n:8]1)[NH:44][CH3:43].